Dataset: the Open Reaction Database (ORD), a public repository of structured organic reaction records. Task: describe an organic reaction: reactants, conditions, products, and yield The reactants are C(C)(C)(C)OC(N(C[C@H]1[C@H](C[C@@H](C1)N1C=CC2=C1N=CN=C2N[C@H]2CCC1=CC=CC=C21)O)S(=O)(=O)N)=O (tert-Butyl(aminosulfonyl)[((1S,2S,4R)-4-{4-[(1S)-2,3-dihydro-1H-inden-1-ylamino]-7H-pyrrolo[2,3-d]pyrimidin-7-yl}-2-hydroxycyclopentyl)methyl]carbamate), FC(C(=O)O)(F)F (trifluoroacetic acid). The solvent is C(Cl)Cl (methylene chloride), C1(=CC=CC=C1)C (toluene). Reaction conditions: time 15 minute. Product: [C@@H]1(CCC2=CC=CC=C12)NC=1C2=C(N=CN1)N(C=C2)[C@H]2C[C@@H]([C@@H](C2)CNS(=O)(=O)N)O (N-[((1S,2S,4R)-4-{4-[(1S)-2,3-dihydro-1H-inden-1-ylamino]-7H-pyrrolo[2,3-d]pyrimidin-7-yl}-2-hydroxycyclopentyl)methyl]sulfamide). RXN SMILES: C(OC(=O)[N:7]([S:34]([NH2:37])(=[O:36])=[O:35])[CH2:8][C@@H:9]1[CH2:13][C@@H:12]([N:14]2[C:18]3[N:19]=[CH:20][N:21]=[C:22]([NH:23][C@@H:24]4[C:32]5[C:27](=[CH:28][CH:29]=[CH:30][CH:31]=5)[CH2:26][CH2:25]4)[C:17]=3[CH:16]=[CH:15]2)[CH2:11][C@@H:10]1[OH:33])(C)(C)C.FC(F)(F)C(O)=O>C(Cl)Cl.C1(C)C=CC=CC=1>[C@@H:24]1([NH:23][C:22]2[C:17]3[CH:16]=[CH:15][N:14]([C@@H:12]4[CH2:13][C@@H:9]([CH2:8][NH:7][S:34]([NH2:37])(=[O:36])=[O:35])[C@@H:10]([OH:33])[CH2:11]4)[C:18]=3[N:19]=[CH:20][N:21]=2)[C:32]2[C:27](=[CH:28][CH:29]=[CH:30][CH:31]=2)[CH2:26][CH2:25]1. Procedure: tert-Butyl(aminosulfonyl)[((1S,2S,4R)-4-{4-[(1S)-2,3-dihydro-1H-inden-1-ylamino]-7H-pyrrolo[2,3-d]pyrimidin-7-yl}-2-hydroxycyclopentyl)methyl]carbamate (345 mg, 0.000636 mol) was dissolved in 2:1 methylene chloride:trifluoroacetic acid (20 mL: 10 mL) and left to stand for 15 minutes at room temperature. The mixture was diluted with toluene (30 mL) and evaporated to dryness. The residue was then re-subjected to the same conditions and azeotroped with toluene after completion. The residue was puri... Reactants: C1CCOC1, CCOC(C)=O, Fc1cccc(F)c1-c1nc2ccccc2[nH]1, [H-], [Na+], O=S(=O)(Cl)c1ccccc1. Yields the product O=S(=O)(c1ccccc1)n1c(-c2c(F)cccc2F)nc2ccccc21. Reaction SMILES: [CH2:30]1[O:31][CH2:32][CH2:33][CH2:34]1.[CH2:35]([O:36][C:37](=[O:38])[CH3:39])[CH3:40].[F:1][c:2]1[c:3](-[c:9]2[nH:10][c:11]3[c:12]([n:13]2)[cH:14][cH:15][cH:16][cH:17]3)[c:4]([F:8])[cH:5][cH:6][cH:7]1.[H-:19].[Na+:18].[c:20]1([S:26](=[O:27])(=[O:28])[Cl:29])[cH:21][cH:22][cH:23][cH:24][cH:25]1>>[F:1][c:2]1[c:3](-[c:9]2[n:10][c:11]3[c:12]([n:13]2[S:26]([c:20]2[cH:21][cH:22][cH:23][cH:24][cH:25]2)(=[O:27])=[O:28])[cH:14][cH:15][cH:16][cH:17]3)[c:4]([F:8])[cH:5][cH:6][cH:7]1. Reactants: C(C=C)C1=C(C(=CC(=C1)OCC1=CC=CC=C1)CC=C)O (2,6-diallyl-4-benzyloxyphenol), BrC(C(=O)OC)C1=CC=C(C=C1)Cl (methyl α-bromo-4-chlorobenzeneacetate), C(=O)([O-])[O-].[Cs+].[Cs+] (Cs2CO3), CCOCC (ether). Run in CN(C)C=O (DMF). Conditions: time 15 hour. Product: C(C=C)C1=C(OC(C(=O)OC)C2=CC=C(C=C2)Cl)C(=CC(=C1)O)CC=C (methyl α-(2,6-diallyl-4-hydroxyphenoxy)-4-chlorobenzeneacetate). RXN SMILES: [CH2:1]([C:4]1[CH:9]=[C:8]([O:10]CC2C=CC=CC=2)[CH:7]=[C:6]([CH2:18][CH:19]=[CH2:20])[C:5]=1[OH:21])[CH:2]=[CH2:3].Br[CH:23]([C:28]1[CH:33]=[CH:32][C:31]([Cl:34])=[CH:30][CH:29]=1)[C:24]([O:26][CH3:27])=[O:25].C([O-])([O-])=O.[Cs+].[Cs+].CCOCC>CN(C=O)C>[CH2:18]([C:6]1[CH:7]=[C:8]([OH:10])[CH:9]=[C:4]([CH2:1][CH:2]=[CH2:3])[C:5]=1[O:21][CH:23]([C:28]1[CH:33]=[CH:32][C:31]([Cl:34])=[CH:30][CH:29]=1)[C:24]([O:26][CH3:27])=[O:25])[CH:19]=[CH2:20] |f:2.3.4|. Reported procedure: To a solution of 2,6-diallyl-4-benzyloxyphenol (200 mg, 1.0 eq) in DMF (8 mL) were added methyl α-bromo-4-chlorobenzeneacetate (190 mg, 1.0 eq) and Cs2CO3 (285 mg, 1.2 eq). The reaction mixture was stirred at room temperature for 15 h, poured into ether, washed with water and brine, dried over MgSO4, filtered, and concentrated in vac. Purification by chromatography (SiO2, EtOAc/Hexanes 1:20) afforded the desired methyl α-(2,6-diallyl-4-hydroxyphenoxy)-4-chlorobenzeneacetate. Isolated yield 33.9%. Procedure details: A mixture of 2.64 g (10 mmol, 1 eq) of methyl (R)-1-(3-amino-2-hydroxybenzoyl)pyrrolidine-2-carboxylate and 2.84 g (20 mmol, 2.0 eq) of 3,4-dimethoxy-3-cyclobutene-1,2-dione in 80 ml of ethanol was heated at 50° C. for four and a half hours. The residue was taken up with ethyl acetate and washed three times with a 1 M aqueous sodium dihydrogen phosphate solution. The organic phase was dried over anhydrous sodium sulfate, filtered and evaporated. The oil was chromatographed on silica gel (300 g p... The reactants are NC=1C(=C(C(=O)N2[C@H](CCC2)C(=O)OC)C=CC1)O (methyl (R)-1-(3-amino-2-hydroxybenzoyl)pyrrolidine-2-carboxylate), COC=1C(C(C1OC)=O)=O (3,4-dimethoxy-3-cyclobutene-1,2-dione), C(C)(=O)OCC (ethyl acetate). Run at temperature 50 celsius. RXN SMILES: [NH2:1][C:2]1[C:3]([OH:19])=[C:4]([CH:16]=[CH:17][CH:18]=1)[C:5]([N:7]1[CH2:11][CH2:10][CH2:9][C@@H:8]1[C:12]([O:14][CH3:15])=[O:13])=[O:6].[CH3:20][O:21][C:22]1[C:23](=O)[C:24](=[O:28])[C:25]=1[O:26]C.C(OCC)(=O)C>C(O)C>[OH:19][C:3]1[C:2]([NH:1][C:23]2[C:24](=[O:28])[C:25](=[O:26])[C:22]=2[O:21][CH3:20])=[CH:18][CH:17]=[CH:16][C:4]=1[C:5]([N:7]1[CH2:11][CH2:10][CH2:9][C@@H:8]1[C:12]([O:14][CH3:15])=[O:13])=[O:6]. The solvent is C(C)O (ethanol). Product: OC1=C(C(=O)N2[C@H](CCC2)C(=O)OC)C=CC=C1NC1=C(C(C1=O)=O)OC (methyl (R)-1-[2-hydroxy-3-(2-methoxy-3,4-dioxocyclobut-1-enylamino)benzoyl]pyrrolidine-2-carboxylate). The reactants are COC(=O)c1cc(Cl)ccc1O, O, O=[N+]([O-])O, O=S(=O)(O)O. Product: COC(=O)c1cc(Cl)cc([N+](=O)[O-])c1O. Reaction SMILES: [Cl:1][c:2]1[cH:3][cH:4][c:5]([OH:12])[c:6]([C:7](=[O:8])[O:9][CH3:10])[cH:11]1.[OH2:22].[OH:18][N+:19]([O-:20])=[O:21].[S:13](=[O:14])(=[O:15])([OH:16])[OH:17]>>[Cl:1][c:2]1[cH:3][c:4]([N+:19](=[O:18])[O-:20])[c:5]([OH:12])[c:6]([C:7](=[O:8])[O:9][CH3:10])[cH:11]1. Starting materials: ClC(Cl)Cl, O=S1(=O)N=C(Cl)c2ccccc21, NCCCOc1cccc(CN2CCCCC2)c1. Product: O=S1(=O)N=C(NCCCOc2cccc(CN3CCCCC3)c2)c2ccccc21. Reaction SMILES: [CH:31]([Cl:32])([Cl:33])[Cl:34].[Cl:19][C:20]1=[N:21][S:22](=[O:29])(=[O:30])[c:23]2[c:24]1[cH:25][cH:26][cH:27][cH:28]2.[N:1]1([CH2:7][c:8]2[cH:9][c:10]([O:11][CH2:12][CH2:13][CH2:14][NH2:15])[cH:16][cH:17][cH:18]2)[CH2:2][CH2:3][CH2:4][CH2:5][CH2:6]1>>[N:1]1([CH2:7][c:8]2[cH:9][c:10]([O:11][CH2:12][CH2:13][CH2:14][NH:15][C:20]3=[N:21][S:22](=[O:29])(=[O:30])[c:23]4[c:24]3[cH:25][cH:26][cH:27][cH:28]4)[cH:16][cH:17][cH:18]2)[CH2:2][CH2:3][CH2:4][CH2:5][CH2:6]1. Conditions: time 30 minute. Solvent: C(Cl)Cl (methylene chloride), C1=CC=CC=C1 (benzene). RXN SMILES: [CH3:1][C:2]1([CH3:23])[S:6][C@@H:5]2[C@H:7]([NH:10]C(CC3C=CC=CC=3)=O)[C:8](=[O:9])[N:4]2[C@H:3]1[C:20]([O-:22])=[O:21].[K+].CN(C)C1C=CC=CC=1.C[Si](Cl)(C)C.C(Cl)(Cl)=O>C1C=CC=CC=1.C(Cl)Cl>[CH3:1][C:2]1([CH3:23])[S:6][C@@H:5]2[C@H:7]([NH2:10])[C:8](=[O:9])[N:4]2[C@H:3]1[C:20]([OH:22])=[O:21] |f:0.1|. The reactants are C(=O)(Cl)Cl (phosgene), trimethylsilyl ester, C[Si](C)(C)Cl (trimethylsilyl chloride), CC1([C@@H](N2[C@H](S1)[C@@H](C2=O)NC(=O)CC3=CC=CC=C3)C(=O)[O-])C.[K+] (6β-phenylacetamidopenicillanic acid potassium salt), CN(C1=CC=CC=C1)C (N,N-dimethylaniline). Product: desired product, CC1([C@@H](N2[C@H](S1)[C@@H](C2=O)N)C(=O)O)C (6β-aminopenicillanic acid). Procedure: To a suspension of 6β-phenylacetamidopenicillanic acid potassium salt (1 mmol.) and N,N-dimethylaniline (3 mmol.) in 6 ml. of dry methylene chloride under nitrogen at 0° there is added 1 mmol. of trimethylsilyl chloride. The mixture is stirred for 30 minutes. Then a solution of 1.26 ml. of 12.5% phosgene in benzene is added to the above trimethylsilyl ester mixture. This reaction mixture is stirred at 0° for 2 hours and then the solvents are removed in vacuo. Fresh dichloromethane (6 ml.) is add...